Dataset: the Open Reaction Database (ORD), a public repository of structured organic reaction records. Task: describe an organic reaction: reactants, conditions, products, and yield Reactants: Cl (hydrochloric acid), [OH-].[Li+] (lithium hydroxide), C(C)(C)(C)OC(=O)N1[C@@H](C(N(C(C1)C1=CC(=CC(=C1)F)F)CC(=O)OC)=O)CC1CCCCCC1 ((2R)-tert-butyl-2-(cycloheptylmethyl)-5-(3,5-difluorophenyl)-4-(2-methoxy-2-oxoethyl)-3-oxopiperazine-1-carboxylate). Solvent: O (water), C1CCOC1 (THF). Yields the product C(C)(C)(C)OC(=O)N1[C@@H](C(N(C(C1)C1=CC(=CC(=C1)F)F)CC(=O)O)=O)CC1CCCCCC1 (2-((3R)-4-(tert-butoxycarbonyl)-3-(cycloheptylmethyl)-6-(3,5-difluorophenyl)-2-oxopiperazin-1-yl)ethanoic acid). As a reaction SMILES: [OH-].[Li+].[C:3]([O:7][C:8]([N:10]1[CH2:15][CH:14]([C:16]2[CH:21]=[C:20]([F:22])[CH:19]=[C:18]([F:23])[CH:17]=2)[N:13]([CH2:24][C:25]([O:27]C)=[O:26])[C:12](=[O:29])[C@H:11]1[CH2:30][CH:31]1[CH2:37][CH2:36][CH2:35][CH2:34][CH2:33][CH2:32]1)=[O:9])([CH3:6])([CH3:5])[CH3:4].Cl>O.C1COCC1>[C:3]([O:7][C:8]([N:10]1[CH2:15][CH:14]([C:16]2[CH:21]=[C:20]([F:22])[CH:19]=[C:18]([F:23])[CH:17]=2)[N:13]([CH2:24][C:25]([OH:27])=[O:26])[C:12](=[O:29])[C@H:11]1[CH2:30][CH:31]1[CH2:32][CH2:33][CH2:34][CH2:35][CH2:36][CH2:37]1)=[O:9])([CH3:6])([CH3:4])[CH3:5] |f:0.1|. Reported procedure: 29 mg (1.2 mmol) lithium hydroxide in 1.0 ml of water were added to 0.53 g (1.1 mmol) (2R)-tert-butyl-2-(cycloheptylmethyl)-5-(3,5-difluorophenyl)-4-(2-methoxy-2-oxoethyl)-3-oxopiperazine-1-carboxylate (isomer 3.1.1) in 5 ml THF. After 2 h at RT the mixture was neutralised with 0.1 M hydrochloric acid solution. The reaction mixture was evaporated to dryness by rotary evaporation. The reactants are [BH4-], CC(C)O, CCCc1cc(C=O)cc(OC)c1OC, [Na+]. Product: CCCc1cc(CO)cc(OC)c1OC. RXN SMILES: [BH4-:16].[CH3:18][CH:19]([OH:20])[CH3:21].[CH3:1][O:2][c:3]1[cH:4][c:5]([CH:6]=[O:7])[cH:8][c:9]([CH2:13][CH2:14][CH3:15])[c:10]1[O:11][CH3:12].[Na+:17]>>[CH3:1][O:2][c:3]1[cH:4][c:5]([CH2:6][OH:7])[cH:8][c:9]([CH2:13][CH2:14][CH3:15])[c:10]1[O:11][CH3:12]. Reactants: COC1=CC=C(C2=CC=CC=C12)C=O (4-methoxy-1-naphthaldehyde), CN(N)C1=CC=CC=C1 (1-methyl-1-phenylhydrazine). The reagents and catalysts are Cl (hydrochloric acid). The solvent is C(C)O (ethanol). Yields the product CN(N=CC1=CC=C(C2=CC=CC=C12)OC)C1=CC=CC=C1 (4-methoxy-1-naphthaldehyde 1-methyl-1-phenylhydrazone). As a reaction SMILES: [CH3:1][O:2][C:3]1[C:12]2[C:7](=[CH:8][CH:9]=[CH:10][CH:11]=2)[C:6]([CH:13]=O)=[CH:5][CH:4]=1.[CH3:15][N:16]([C:18]1[CH:23]=[CH:22][CH:21]=[CH:20][CH:19]=1)[NH2:17]>Cl.C(O)C>[CH3:15][N:16]([C:18]1[CH:23]=[CH:22][CH:21]=[CH:20][CH:19]=1)[N:17]=[CH:13][C:6]1[C:7]2[C:12](=[CH:11][CH:10]=[CH:9][CH:8]=2)[C:3]([O:2][CH3:1])=[CH:4][CH:5]=1. Reported procedure: 3.7 g of 4-methoxy-1-naphthaldehyde and 2.4 g of 1-methyl-1-phenylhydrazine were added to 50 ml of ethanol. To the mixture, two or three drops of 1 N hydrochloric acid were added. The mixture was heated and refluxed for about an hour. The reaction mixture was cooled and the crystals then separated, which were then collected on a suction funnel. The thus obtained crude 4-methoxy-1-naphthaldehyde 1-methyl-1-phenylhydrazone was recrystallized from ethanol. The yield was 4.0 g (69.0%) of light yello... Reactants: C(#C)C1=CC(=C(C=C1)CO)C ((4-ethynyl-2-methyl-phenyl)-methanol), C(#C)C1=CC(=C(C=C1)CO)C ((4-ethynyl-2-methyl-phenyl)-methanol), C(C1=CC=CC=C1)(=O)O.C(C)OC(C1=CC=C(C=C1)I)=O (ethyl-4-iodo-benzoate benzoate), C(C1=CC=CC=C1)(=O)O.C(C)OC(C1=CC=C(C=C1)I)=O (ethyl-4-iodo-benzoate benzoate). The reagents and catalysts are [Cu]I (copper(I)iodide), Cl[Pd]([P](C1=CC=CC=C1)(C2=CC=CC=C2)C3=CC=CC=C3)([P](C4=CC=CC=C4)(C5=CC=CC=C5)C6=CC=CC=C6)Cl (Dichlorobis(triphenylphosphine)palladium(II)). Run in C(C)N(CC)CC (triethyl amine). Reaction conditions: time 8 hour. Product: EtOAc-hexanes, OCC1=C(C=C(C=C1)C#CC1=CC=C(C(=O)OCC)C=C1)C (Ethyl 4-(4-hydroxymethyl-3-methyl-phenylethynyl)-benzoate). Yield: 100.4%. Reaction SMILES: [C:1]([C:3]1[CH:8]=[CH:7][C:6]([CH2:9][OH:10])=[C:5]([CH3:11])[CH:4]=1)#[CH:2].C(O)(=O)C1C=CC=CC=1.[CH2:21]([O:23][C:24](=[O:32])[C:25]1[CH:30]=[CH:29][C:28](I)=[CH:27][CH:26]=1)[CH3:22]>C(N(CC)CC)C.[Cu]I.Cl[Pd](Cl)([P](C1C=CC=CC=1)(C1C=CC=CC=1)C1C=CC=CC=1)[P](C1C=CC=CC=1)(C1C=CC=CC=1)C1C=CC=CC=1>[OH:10][CH2:9][C:6]1[CH:7]=[CH:8][C:3]([C:1]#[C:2][C:28]2[CH:29]=[CH:30][C:25]([C:24]([O:23][CH2:21][CH3:22])=[O:32])=[CH:26][CH:27]=2)=[CH:4][C:5]=1[CH3:11] |f:1.2,^1:44,63|. Procedure: Using General Procedure F; (4-ethynyl-2-methyl-phenyl)-methanol (Intermediate 136, 100.0 mg, 0.44 mmol) and ethyl-4-iodo benzoate (Reagent A, 125.0 mg, 0.45 mmol) in triethyl amine (4 mL) was treated with copper(I)iodide (29 mg, 0.15 mmol) and sparged with argon for 5 minutes. Dichlorobis(triphenylphosphine)palladium(II) (102 mg, 0.15 mmol) was added and the reaction mixture was stirred overnight at room temperature. Column chromatography (20-40% EtOAc-hexanes) afforded 130.0 mg (99%) of the tit... Reactants: CCOC(=O)c1cc([N+](=O)[O-])cc([N+](=O)[O-])c1C, COC(OC)N(C)C, CN(C)C=O. The product is CCOC(=O)c1cc([N+](=O)[O-])cc([N+](=O)[O-])c1C=CN(C)C. As a reaction SMILES: [CH2:1]([CH3:2])[O:3][C:4]([c:5]1[c:6]([CH3:17])[c:7]([N+:14](=[O:15])[O-:16])[cH:8][c:9]([N+:11](=[O:12])[O-:13])[cH:10]1)=[O:18].[CH3:19][O:20][CH:21]([O:22][CH3:23])[N:24]([CH3:25])[CH3:26].[O:27]=[CH:28][N:29]([CH3:30])[CH3:31]>>[CH2:1]([CH3:2])[O:3][C:4]([c:5]1[c:6]([CH:17]=[CH:21][N:24]([CH3:25])[CH3:26])[c:7]([N+:14](=[O:15])[O-:16])[cH:8][c:9]([N+:11](=[O:12])[O-:13])[cH:10]1)=[O:18].